Dataset: the Open Reaction Database (ORD), a public repository of structured organic reaction records. Task: describe an organic reaction: reactants, conditions, products, and yield The reactants are C(C)(C)(C)C1=CC(=CC=2C(COC21)(C)C)NC(C)C (7-t-butyl-3,3-dimethyl-5-(isopropyl)amino-2,3-dihydro-benzofuran), C(C)OC(C1=CC=C(C=C1)N(C=1C=C(C2=C(C(CO2)(C)C)C1)C(C)(C)C)C(C)C)=O (4-[isopropyl-(7-t-butyl-3,3-dimethyl-2,3-dihydro-benzofuran-5-yl)-amino]-benzoic acid ethyl ester), C(C)(C)(C)C1=CC(=CC=2C(COC21)(C)C)NC(C)C (7-t-butyl-3,3-dimethyl-5-(isopropyl)amino-2,3-dihydro-benzofuran), C(C)OC(C1=CC=C(C=C1)N(C=1C=C(C2=C(C(CO2)(C)C)C1)C(C)(C)C)C(C)C)=O (4-[Isopropyl-(7-t-butyl-3,3-dimethyl-2,3-dihydro-benzofuran-5-yl)-amino]-benzoic acid ethyl ester), 0.1, [OH-].[K+] (potassium hydroxide). Run in C(C)O (ethanol). The product is C(C)(C)N(C1=CC=C(C(=O)O)C=C1)C=1C=C(C2=C(C(CO2)(C)C)C1)C(C)(C)C (4-[Isopropyl-(7-t-butyl-3,3-dimethyl-2,3-dihydro-benzofuran-5-yl)-amino]-benzoic acid). The yield is 3.7%. Reaction SMILES: C([O:3][C:4](=[O:30])[C:5]1[CH:10]=[CH:9][C:8]([N:11]([CH:27]([CH3:29])[CH3:28])[C:12]2[CH:13]=[C:14]([C:23]([CH3:26])([CH3:25])[CH3:24])[C:15]3[O:19][CH2:18][C:17]([CH3:21])([CH3:20])[C:16]=3[CH:22]=2)=[CH:7][CH:6]=1)C.C(C1C2OCC(C)(C)C=2C=C(NC(C)C)C=1)(C)(C)C.[OH-].[K+]>C(O)C>[CH:27]([N:11]([C:12]1[CH:13]=[C:14]([C:23]([CH3:25])([CH3:24])[CH3:26])[C:15]2[O:19][CH2:18][C:17]([CH3:21])([CH3:20])[C:16]=2[CH:22]=1)[C:8]1[CH:7]=[CH:6][C:5]([C:4]([OH:30])=[O:3])=[CH:10][CH:9]=1)([CH3:29])[CH3:28] |f:2.3|. Reported procedure: Following general procedure H and using 4-[isopropyl-(7-t-butyl-3,3-dimethyl-2,3-dihydro-benzofuran-5-yl)-amino]-benzoic acid ethyl ester (Compound 40, 0.1 5 g contaminated with 67% of 5-(isopropyl)amino-7-t-butyl-3,3-dimethyl-2,3-dihydro-benzofuran (Compound 36) and 2.5 mL of 4M potassium hydroxide solution in 4 mL of ethanol, the title compound (0.034 g, 3.7% for 2 steps) was obtained. 1H NMR (300 MHz, CDCl3): δ 7.86(d, 2H, J=9.0 Hz), 6.75 (d, 1H, J=2.1 Hz), 6.66 (d, 1H, J=2.1 Hz), 6.51 (d, 2H... The reactants are CCC(C)C(NC(=O)C1CCCCN1C)C(=O)N(C)C(CC(O)c1nc(C(=O)OC)cs1)C(C)C, CC(Cl)Cl. The product is CCC(C)C(NC(=O)C1CCCCN1C)C(=O)N(C)C(CC(O)c1nc(C(=O)O)cs1)C(C)C. RXN SMILES: [CH3:1][O:2][C:3](=[O:4])[c:5]1[n:6][c:7]([CH:10]([CH2:11][CH:12]([CH:13]([CH3:14])[CH3:15])[N:16]([C:17]([CH:18]([CH:19]([CH2:20][CH3:21])[CH3:22])[NH:23][C:24](=[O:25])[CH:26]2[N:27]([CH3:32])[CH2:28][CH2:29][CH2:30][CH2:31]2)=[O:33])[CH3:34])[OH:35])[s:8][cH:9]1.[Cl:36][CH:37]([Cl:38])[CH3:39]>>[O:2]=[C:3]([OH:4])[c:5]1[n:6][c:7]([CH:10]([CH2:11][CH:12]([CH:13]([CH3:14])[CH3:15])[N:16]([C:17]([CH:18]([CH:19]([CH2:20][CH3:21])[CH3:22])[NH:23][C:24](=[O:25])[CH:26]2[N:27]([CH3:32])[CH2:28][CH2:29][CH2:30][CH2:31]2)=[O:33])[CH3:34])[OH:35])[s:8][cH:9]1. The reactants are C(C1=CC=CC=C1)(=O)C1=NC(=CC=C1[N+](=O)[O-])Cl (2-benzoyl-3-nitro-6-chloropyridine), [Na] (sodium), CO (methanol). The solvent is O (water). Product: C(C1=CC=CC=C1)(=O)C1=NC(=CC=C1[N+](=O)[O-])OC (2-BENZOYL-3-NITRO-6-METHOXYPYRIDINE). Reaction SMILES: [C:1]([C:9]1[C:14]([N+:15]([O-:17])=[O:16])=[CH:13][CH:12]=[C:11](Cl)[N:10]=1)(=[O:8])[C:2]1[CH:7]=[CH:6][CH:5]=[CH:4][CH:3]=1.[Na].[CH3:20][OH:21]>O>[C:1]([C:9]1[C:14]([N+:15]([O-:17])=[O:16])=[CH:13][CH:12]=[C:11]([O:21][CH3:20])[N:10]=1)(=[O:8])[C:2]1[CH:7]=[CH:6][CH:5]=[CH:4][CH:3]=1 |^1:18|. Procedure details: 60 grams of 2-benzoyl-3-nitro-6-chloropyridine were added in portions to a solution of 10 grams of sodium metal in 500 ml. of methanol at 50° C. with stirring, whereby the temperature gradually increased. Then the mixture was heated under reflux for four hours and subsequently treated with two liters of water. The precipitated crystals were filtered off with suction after one hour and recrystallized from methanol. Starting materials: CO, CCC(C(O)C(F)(F)F)[N+](=O)[O-], [H][H]. The product is CCC(N)C(O)C(F)(F)F. Reaction SMILES: [CH3:15][OH:16].[F:1][C:2]([CH:3]([CH:4]([CH2:5][CH3:6])[N+:7]([O-:8])=[O:9])[OH:10])([F:11])[F:12].[H:13][H:14]>>[F:1][C:2]([CH:3]([CH:4]([CH2:5][CH3:6])[NH2:7])[OH:10])([F:11])[F:12]. Reactants: COc1ccc2cc(-c3cc4c(cc3[N+](=O)[O-])OCO4)ccc2c1, CCOC(C)=O. Yields the product COc1ccc2cc(-c3cc4c(cc3N)OCO4)ccc2c1. Reaction SMILES: [CH2:1]1[O:2][c:3]2[cH:4][c:5]([N+:22]([O-:23])=[O:24])[c:6](-[c:10]3[cH:11][c:12]4[cH:13][cH:14][c:15]([O:20][CH3:21])[cH:16][c:17]4[cH:18][cH:19]3)[cH:7][c:8]2[O:9]1.[CH3:25][CH2:26][O:27][C:28](=[O:29])[CH3:30]>>[CH2:1]1[O:2][c:3]2[cH:4][c:5]([NH2:22])[c:6](-[c:10]3[cH:11][c:12]4[cH:13][cH:14][c:15]([O:20][CH3:21])[cH:16][c:17]4[cH:18][cH:19]3)[cH:7][c:8]2[O:9]1. Reactants: BrC=1C=CC2=C(C=C(O2)C=O)C1 (5-bromo-2-formylbenzofuran), C(CCC)[B-](F)(F)F.[K+] (potassium butyltrifluoroborate). The product is C(CCC)C=1C=CC2=C(C=C(O2)C=O)C1 (5-butyl-2-formylbenzofuran). The yield is 89.5%. Reaction SMILES: Br[C:2]1[CH:3]=[CH:4][C:5]2[O:9][C:8]([CH:10]=[O:11])=[CH:7][C:6]=2[CH:12]=1.[CH2:13]([B-](F)(F)F)[CH2:14][CH2:15][CH3:16].[K+]>>[CH2:13]([C:2]1[CH:3]=[CH:4][C:5]2[O:9][C:8]([CH:10]=[O:11])=[CH:7][C:6]=2[CH:12]=1)[CH2:14][CH2:15][CH3:16] |f:1.2|. Reported procedure: The compound was synthesized as in Example 3.1, using 5-bromo-2-formylbenzofuran (500 mg, 2.22 mmol) in place of 5-bromo-2-formylfuran and potassium butyltrifluoroborate (546 mg, 3.33 mmol) in place of hexylboronic acid to give 5-butyl-2-formylbenzofuran (402 mg, 90%). Used without further characterization. Reactants: CN1N=CC(=C1C)C(=O)O.ON1N=NC2=C1C=CC=C2 (1-Hydroxybenzotriazole 1,5-dimethylpyrazole-4-carboxylate), NC=1C=CC(=C(C#N)C1)OCC(C)C (5-amino-2-isobutoxybenzonitrile). The solvent is C(C)O (ethanol). Run at temperature 78 celsius, time 3 hour. Product: C(#N)C=1C=C(C=CC1OCC(C)C)NC(=O)C=1C=NN(C1C)C (N-(3-Cyano-4-isobutoxyphenyl)-1,5-dimethylpyrazole-4-carboxamide). The yield is 35.2%. RXN SMILES: [CH3:1][N:2]1[C:6]([CH3:7])=[C:5]([C:8]([OH:10])=O)[CH:4]=[N:3]1.ON1C2C=CC=CC=2N=N1.[NH2:21][C:22]1[CH:23]=[CH:24][C:25]([O:30][CH2:31][CH:32]([CH3:34])[CH3:33])=[C:26]([CH:29]=1)[C:27]#[N:28]>C(O)C>[C:27]([C:26]1[CH:29]=[C:22]([NH:21][C:8]([C:5]2[CH:4]=[N:3][N:2]([CH3:1])[C:6]=2[CH3:7])=[O:10])[CH:23]=[CH:24][C:25]=1[O:30][CH2:31][CH:32]([CH3:33])[CH3:34])#[N:28] |f:0.1|. Procedure details: 1-Hydroxybenzotriazole 1,5-dimethylpyrazole-4-carboxylate (2 g) and 5-amino-2-isobutoxybenzonitrile (1.9 g) were added to ethanol (25 ml) and the mixture was stirred at 78° C. for 3 h. After evaporation of the solvent, the residue was purified by silica gel column chromatography (mobile phase:chloroform:methanol=50:1) to give the title compound (0.8 g), melting point: 160–162° C. Reactants: BrBr, C1CCC2=NCCCN2CC1, CC(=CC=O)c1ccc2c(c1)C(C)(C)CCC2(C)C, ClCCl. Yields the product CC(=C(Br)C=O)c1ccc2c(c1)C(C)(C)CCC2(C)C. As a reaction SMILES: [Br:20][Br:21].[CH2:22]1[CH2:23][CH2:24][C:25]2=[N:30][CH2:29][CH2:28][CH2:27][N:26]2[CH2:31][CH2:32]1.[CH3:1][C:2]1([CH3:19])[c:3]2[cH:4][cH:5][c:6]([C:14](=[CH:15][CH:16]=[O:17])[CH3:18])[cH:7][c:8]2[C:9]([CH3:12])([CH3:13])[CH2:10][CH2:11]1.[Cl:33][CH2:34][Cl:35]>>[CH3:1][C:2]1([CH3:19])[c:3]2[cH:4][cH:5][c:6]([C:14](=[C:15]([CH:16]=[O:17])[Br:20])[CH3:18])[cH:7][c:8]2[C:9]([CH3:12])([CH3:13])[CH2:10][CH2:11]1.